From a dataset of the Open Reaction Database (ORD), a public repository of structured organic reaction records. describe an organic reaction: reactants, conditions, products, and yield Reactants: C(C)(=O)OCC(NC1=C(C=CC=C1)[C@@H]1CN(CC2=C(C=C(C=C12)Cl)Cl)C)=O ([2-((R)-6,8-Dichloro-2-methyl-1,2,3,4-tetrahydroisoquinolin-4-yl)phenyl-carbamoyl]methyl acetate), C([O-])([O-])=O.[K+].[K+] (potassium carbonate). Run in CO (methanol). The product is ClC=1C=C2[C@@H](CN(CC2=C(C1)Cl)C)C1=C(C=CC=C1)N1C(OCC1=O)=O (3-[2-((R)-6,8-Dichloro-2-methyl-1,2,3,4-tetrahydroisoquinolin-4-yl)phenyl]-oxazolidine-2,4-dione). Isolated yield 92.5%. RXN SMILES: [C:1]([O:4][CH2:5][C:6](=[O:27])[NH:7][C:8]1[CH:13]=[CH:12][CH:11]=[CH:10][C:9]=1[C@H:14]1[C:23]2[C:18](=[C:19]([Cl:25])[CH:20]=[C:21]([Cl:24])[CH:22]=2)[CH2:17][N:16]([CH3:26])[CH2:15]1)(=[O:3])C.C(=O)([O-])[O-].[K+].[K+]>CO>[Cl:24][C:21]1[CH:22]=[C:23]2[C:18](=[C:19]([Cl:25])[CH:20]=1)[CH2:17][N:16]([CH3:26])[CH2:15][C@H:14]2[C:9]1[CH:10]=[CH:11][CH:12]=[CH:13][C:8]=1[N:7]1[C:6](=[O:27])[CH2:5][O:4][C:1]1=[O:3] |f:1.2.3|. Procedure: [2-((R)-6,8-Dichloro-2-methyl-1,2,3,4-tetrahydroisoquinolin-4-yl)phenyl-carbamoyl]methyl acetate (180 mg) was dissolved in methanol (5 ml). With stirring, potassium carbonate (305 mg, finely powdered) was added and the mixture was then stirred efficiently at room temperature for 4 h. Subsequently, the solvent was evaporated off, and the residue was taken up in ethyl acetate and washed three times with water. The ethyl acetate phase was dried with magnesium sulfate, filtered and concentrated. 160... Reactants: COc1cc(CCl)ccc1-c1ccccc1, COc1cc(CO)ccc1-c1ccc(F)cc1. Yields the product COc1cc(CCl)ccc1-c1ccc(F)cc1. As a reaction SMILES: [Cl:1][CH2:2][c:3]1[cH:4][c:5]([O:15][CH3:16])[c:6](-[c:9]2[cH:10][cH:11][cH:12][cH:13][cH:14]2)[cH:7][cH:8]1.[F:17][c:18]1[cH:19][cH:20][c:21](-[c:22]2[cH:23][cH:24][c:25]([CH2:26][OH:27])[cH:28][c:29]2[O:30][CH3:31])[cH:32][cH:33]1>>[Cl:1][CH2:2][c:3]1[cH:4][c:5]([O:15][CH3:16])[c:6](-[c:9]2[cH:10][cH:11][c:12]([F:17])[cH:13][cH:14]2)[cH:7][cH:8]1. Reactants: CC1(c2ccc(Br)cc2)OCCO1, C1CCOC1, [Li]CCCC, O=CN1CCCCC1, Cl. RXN SMILES: [Br:1][c:2]1[cH:3][cH:4][c:5]([C:8]2([CH3:13])[O:9][CH2:10][CH2:11][O:12]2)[cH:6][cH:7]1.[CH2:28]1[O:29][CH2:30][CH2:31][CH2:32]1.[CH3:14][CH2:15][CH2:16][CH2:17][Li:18].[CH:19](=[O:20])[N:21]1[CH2:22][CH2:23][CH2:24][CH2:25][CH2:26]1.[ClH:27]>>[c:2]1([CH:19]=[O:20])[cH:3][cH:4][c:5]([C:8]2([CH3:13])[O:9][CH2:10][CH2:11][O:12]2)[cH:6][cH:7]1. Product: CC1(c2ccc(C=O)cc2)OCCO1. The reactants are OCCBr, O=C([O-])[O-], COc1cc2c(Oc3cc(C)c(C)nc3-c3cccc(C)n3)ccnc2cc1O, CN(C)C=O, [K+], [K+]. Yields the product COc1cc2c(Oc3cc(C)c(C)nc3-c3cccc(C)n3)ccnc2cc1OCCO. RXN SMILES: [Br:36][CH2:37][CH2:38][OH:39].[C:30](=[O:31])([O-:32])[O-:33].[CH3:1][O:2][c:3]1[cH:4][c:5]2[c:6]([O:14][c:15]3[c:16](-[c:23]4[n:24][c:25]([CH3:29])[cH:26][cH:27][cH:28]4)[n:17][c:18]([CH3:22])[c:19]([CH3:21])[cH:20]3)[cH:7][cH:8][n:9][c:10]2[cH:11][c:12]1[OH:13].[CH3:40][N:41]([CH3:42])[CH:43]=[O:44].[K+:34].[K+:35]>>[CH3:1][O:2][c:3]1[cH:4][c:5]2[c:6]([O:14][c:15]3[c:16](-[c:23]4[n:24][c:25]([CH3:29])[cH:26][cH:27][cH:28]4)[n:17][c:18]([CH3:22])[c:19]([CH3:21])[cH:20]3)[cH:7][cH:8][n:9][c:10]2[cH:11][c:12]1[O:13][CH2:37][CH2:38][OH:39]. The reactants are P(OCC)(OCC)OCC (triethyl phosphite), NC1=[N+](C=C(N=C1C#N)C=1OC=CC1)[O-] (2-amino-3-cyano-5-(furan-2-yl)pyrazine 1-oxide). Solvent: O (water). Conditions: temperature 70 celsius, time 1 hour. Product: NC=1C(=NC(=CN1)C=1OC=CC1)C#N (3-amino-6-(furan-2-yl)pyrazine-2-carbonitrile). The yield is 99.1%. RXN SMILES: P(OCC)(OCC)OCC.[NH2:11][C:12]1[C:17]([C:18]#[N:19])=[N:16][C:15]([C:20]2[O:21][CH:22]=[CH:23][CH:24]=2)=[CH:14][N+:13]=1[O-]>O>[NH2:11][C:12]1[C:17]([C:18]#[N:19])=[N:16][C:15]([C:20]2[O:21][CH:22]=[CH:23][CH:24]=2)=[CH:14][N:13]=1. Reported procedure: triethyl phosphite (20 mL, 19.20 g, 116 mmol) was heated to 130° C. and 2-amino-3-cyano-5-(furan-2-yl)pyrazine 1-oxide 55 (3.37 g, 13.34 mmol) was added in portions (±20 min). The reaction was stirred for 1 h, cooled down to 70° C., water (40 mL) was added and stirred for 30 min at 70° C. Cooled down with ice bad and the resulting precipitate was collected, washed with water and dried to give 3-amino-6-(furan-2-yl)pyrazine-2-carbonitrile 56 (2.46 g, 99%). NMR (400 MHz, DMSO-d6) 6.64 (m, 1H), 6.9... Starting materials: Cl.N1(CCCCC1)CCOC1=CC=C(OC2=C(C=CC3=CC(=CC=C23)OC)C2=CC(=CC=C2)OC)C=C1 (1-[4-[2-(1-piperidinyl)ethoxy]phenoxy]-2-(3-methoxyphenyl)-6-methoxynaphthalene hydrochloride), B(Br)(Br)Br (BBr3). The solvent is C(Cl)Cl (CH2Cl2). Run at temperature 0 celsius, time 2 hour. Product: Cl.N1(CCCCC1)CCOC1=CC=C(OC2=C(C=CC3=CC(=CC=C23)O)C2=CC(=CC=C2)O)C=C1 (1-[4-[2-(1-piperidinyl)ethoxy]phenoxy]-2-(3-hydroxyphenyl)-6-hydroxynaphthalene hydrochloride). RXN SMILES: [ClH:1].[N:2]1([CH2:8][CH2:9][O:10][C:11]2[CH:37]=[CH:36][C:14]([O:15][C:16]3[C:25]4[C:20](=[CH:21][C:22]([O:26]C)=[CH:23][CH:24]=4)[CH:19]=[CH:18][C:17]=3[C:28]3[CH:33]=[CH:32][CH:31]=[C:30]([O:34]C)[CH:29]=3)=[CH:13][CH:12]=2)[CH2:7][CH2:6][CH2:5][CH2:4][CH2:3]1.B(Br)(Br)Br>C(Cl)Cl>[ClH:1].[N:2]1([CH2:8][CH2:9][O:10][C:11]2[CH:12]=[CH:13][C:14]([O:15][C:16]3[C:25]4[C:20](=[CH:21][C:22]([OH:26])=[CH:23][CH:24]=4)[CH:19]=[CH:18][C:17]=3[C:28]3[CH:33]=[CH:32][CH:31]=[C:30]([OH:34])[CH:29]=3)=[CH:36][CH:37]=2)[CH2:7][CH2:6][CH2:5][CH2:4][CH2:3]1 |f:0.1,4.5|. Procedure: A solution was prepared of 1.5 g (2.9 mmol) of 1-[4-[2-(1-piperidinyl)ethoxy]phenoxy]-2-(3-methoxyphenyl)-6-methoxynaphthalene hydrochloride in 30 mL of CH2Cl2 and the solution was cooled to 0° C. under a nitrogen atmosphere. To this solution was added 1.09 mL (2.89g, 11.5 mmol) of BBr3 and the reaction was allowed to proceed for two hours at 0° C. The reaction was quenched by the addition of aqueous NaHCO3 solution (50 mL). The reaction mixture was extracted with CHCl3. The organic layer was wa... Starting materials: ClC=1C=C(C=CC1Cl)C1(CN(CC1)C(C1=CC(=CC=C1)OC)=O)CCCS(=O)(=O)[O-] (2-[3-(3,4-Dichloro-phenyl)-1-(3-methoxy-benzoyl)-pyrrolidin-3-yl]-ethyl-methanesulfonate), Cl.C1(=CC=CC=C1)C1(CCNCC1)C(=O)N (4-phenyl-piperidine-4-carboxylic acid amide hydrochloride), C([O-])([O-])=O.[K+].[K+] (potassium carbonate). The solvent is C1CCOC1.O (THF H2O), C(C)(=O)OCC (ethyl acetate). Product: ClC=1C=C(C=CC1Cl)C1(CN(CC1)C(C1=CC(=CC=C1)OC)=O)CCN1CCC(CC1)(C(=O)N)C1=CC=CC=C1 (1-[2-[3-(3,4-dichloro-phenyl)-1-(3-methoxy-benzoyl)-pyrrolidin-3-yl]-ethyl]-4-phenyl-piperidine-4-carboxylic acid amide). As a reaction SMILES: [Cl:1][C:2]1[CH:3]=[C:4]([C:9]2([CH2:24][CH2:25]CS([O-])(=O)=O)[CH2:13][CH2:12][N:11]([C:14](=[O:23])[C:15]3[CH:20]=[CH:19][CH:18]=[C:17]([O:21][CH3:22])[CH:16]=3)[CH2:10]2)[CH:5]=[CH:6][C:7]=1[Cl:8].Cl.[C:32]1([C:38]2([C:44]([NH2:46])=[O:45])[CH2:43][CH2:42][NH:41][CH2:40][CH2:39]2)[CH:37]=[CH:36][CH:35]=[CH:34][CH:33]=1.C(=O)([O-])[O-].[K+].[K+]>C1COCC1.O.C(OCC)(=O)C>[Cl:1][C:2]1[CH:3]=[C:4]([C:9]2([CH2:24][CH2:25][N:41]3[CH2:40][CH2:39][C:38]([C:32]4[CH:33]=[CH:34][CH:35]=[CH:36][CH:37]=4)([C:44]([NH2:46])=[O:45])[CH2:43][CH2:42]3)[CH2:13][CH2:12][N:11]([C:14](=[O:23])[C:15]3[CH:20]=[CH:19][CH:18]=[C:17]([O:21][CH3:22])[CH:16]=3)[CH2:10]2)[CH:5]=[CH:6][C:7]=1[Cl:8] |f:1.2,3.4.5,6.7|. Procedure: 2-[3-(3,4-Dichloro-phenyl)-1-(3-methoxy-benzoyl)-pyrrolidin-3-yl]-ethyl-methanesulfonate (0.54 g), 4-phenyl-piperidine-4-carboxylic acid amide hydrochloride (173 mg, 0.72 mmol) and potassium carbonate (0.25 g, 1.8 mmol) were combined in THF/H2O (20 mL/10 mL) and heated at reflux for 48 hours. The reaction mixture was diluted with ethyl acetate and extracted with water. The organic layer was separated, dried over MgSO4, and evaporated in vacuo to give a residue. The residue was chromatographed on...